From a dataset of the Open Reaction Database (ORD), a public repository of structured organic reaction records. describe an organic reaction: reactants, conditions, products, and yield Starting materials: ice water, N1C(=O)CCC2=CC=CC=C12 (3,4-dihydrocarbostyril), [Cl-].[Al+3].[Cl-].[Cl-] (aluminum chloride), BrC(C(=O)Cl)C (α-bromopropionyl chloride). Solvent: C(Cl)Cl (methylene chloride). The product is BrC(C(=O)C=1C=C2CCC(NC2=CC1)=O)C (6-(α-Bromopropionyl)-3,4-dihydrocarbostyril). As a reaction SMILES: [Br:1][CH:2]([CH3:6])[C:3](Cl)=[O:4].[NH:7]1[C:17]2[C:12](=[CH:13][CH:14]=[CH:15][CH:16]=2)[CH2:11][CH2:10][C:8]1=[O:9].[Cl-].[Al+3].[Cl-].[Cl-]>C(Cl)Cl>[Br:1][CH:2]([CH3:6])[C:3]([C:14]1[CH:13]=[C:12]2[C:17](=[CH:16][CH:15]=1)[NH:7][C:8](=[O:9])[CH2:10][CH2:11]2)=[O:4] |f:2.3.4.5|. Procedure details: A mixture of α-bromopropionyl chloride (50 g) in methylene chloride (350 ml) is added to a stirred mixture of 3,4-dihydrocarbostyril (21.8 g) and aluminum chloride (44.8 g). The reaction mixture is stirred under reflux for four hours, poured into an ice water mixture, stirred for 30 minutes and the solid filtered, washed with water, dried, and recrystallized from isopropanol affording the desired product.